This data is from the Open Reaction Database (ORD), a public repository of structured organic reaction records. The task is: describe an organic reaction: reactants, conditions, products, and yield Starting materials: [Mg+]Cc1ccccc1, [Cl-], CN(C)C(c1ccc(Cl)cc1)C1CCCCC1=O, C1CCOC1, O. Yields the product CN(C)C(c1ccc(Cl)cc1)C1CCCCC1(O)Cc1ccccc1. As a reaction SMILES: [CH2:21]([c:22]1[cH:23][cH:24][cH:25][cH:26][cH:27]1)[Mg+:28].[Cl-:20].[Cl:1][c:2]1[cH:3][cH:4][c:5]([CH:8]([CH:9]2[C:10](=[O:15])[CH2:11][CH2:12][CH2:13][CH2:14]2)[N:16]([CH3:17])[CH3:18])[cH:6][cH:7]1.[O:29]1[CH2:30][CH2:31][CH2:32][CH2:33]1.[OH2:19]>>[Cl:1][c:2]1[cH:3][cH:4][c:5]([CH:8]([CH:9]2[C:10]([OH:15])([CH2:21][c:22]3[cH:23][cH:24][cH:25][cH:26][cH:27]3)[CH2:11][CH2:12][CH2:13][CH2:14]2)[N:16]([CH3:17])[CH3:18])[cH:6][cH:7]1.